This data is from the Open Reaction Database (ORD), a public repository of structured organic reaction records. The task is: describe an organic reaction: reactants, conditions, products, and yield The reactants are C(C=C)Cl (allyl chloride), C(C)O[SiH](OCC)OCC (triethoxysilane). The yield is 83.0%. Reaction conditions: temperature 80 celsius. Procedure details: In a minilab pressure reactor of the TINYCLAVE type (BUECHI) with a capacity of 25 ml, 4 g of p-xylene, 4.2 g (0. 055 mol) of allyl chloride and 8.2 g (0.05 mol) of triethoxysilane were mixed intensively with 0.16 mg (10-3 mol %) of chloro-(1,5-cyclooctadiene)iridium(I) dimer at room temperature for one hour. The reaction mixture was then heated at 80° C. for 2 hours in a thermostat. Analysis by gas chromatography gave a product yield of 83% of 3-chloropropyltriethoxysilane. The solvent is CC=1C=CC(=CC1)C (p-xylene). Yields the product ClCCC[Si](OCC)(OCC)OCC (3-chloropropyltriethoxysilane). RXN SMILES: [CH2:1]([Cl:4])[CH:2]=[CH2:3].[CH2:5]([O:7][SiH:8]([O:12][CH2:13][CH3:14])[O:9][CH2:10][CH3:11])[CH3:6]>C1CC=CCCC=C1.C1CC=CCCC=C1.[Cl-].[Cl-].[Ir].[Ir].CC1C=CC(C)=CC=1>[Cl:4][CH2:1][CH2:2][CH2:3][Si:8]([O:12][CH2:13][CH3:14])([O:9][CH2:10][CH3:11])[O:7][CH2:5][CH3:6] |f:2.3.4.5.6.7|. Reagents/catalysts: C1/C=C\CC/C=C\C1.C1/C=C\CC/C=C\C1.[Cl-].[Cl-].[Ir].[Ir] (chloro-(1,5-cyclooctadiene)iridium(I) dimer). Reactants: [H][H] (hydrogen), C(C1=CC=C(C#N)C=C1)#N (terephthalonitrile). Reagents/catalysts: [Ni] (nickel). The product is C(#N)C1=CC=C(CN)C=C1 (p-cyanobenzylamine). RXN SMILES: [H][H].[C:3](#[N:12])[C:4]1[CH:11]=[CH:10][C:7]([C:8]#[N:9])=[CH:6][CH:5]=1>[Ni]>[C:8]([C:7]1[CH:10]=[CH:11][C:4]([CH2:3][NH2:12])=[CH:5][CH:6]=1)#[N:9]. Reported procedure: 194 kg of p-cyanobenzylamine crude product (p-cyanobenzylamine 92% by weight, p-xylylenediamine 8% by weight) obtained by hydrogen reduction of terephthalonitrile in the presence of sponge metal nickel catalyst was mixed with 1,100 kg of water while stirring at 40° C. or less and the mixture was stirred for 3 hours. The crystals which precipitated were separated by centrifugation while washing with water to obtain 197 kg of p-cyanobenzylamine hydrate (water content: 21% by weight). Starting materials: BrCCCCCCCCCCCO (11-bromoundecanol), [Br-].OCCCCCC[P+](C1=CC=CC=C1)(C1=CC=CC=C1)C1=CC=CC=C1 ((6-hydroxyhexyl)triphenylphosphonium bromide), CC(C)([O-])C.[K+] (potassium tertiary-butoxide), O (Water). The solvent is O1CCCC1 (tetrahydrofuran), ClCCl (dichloromethane), O1CCCC1 (tetrahydrofuran). The product is BrCCCCCCCCCCC=CCCCCCO (17-bromoheptadec-6-en-1-ol). Yield: 45.8%. As a reaction SMILES: [Br-].[OH:2][CH2:3][CH2:4][CH2:5][CH2:6][CH2:7][CH2:8][P+](C1C=CC=CC=1)(C1C=CC=CC=1)C1C=CC=CC=1.CC(C)([O-])C.[K+].[Br:34][CH2:35][CH2:36][CH2:37][CH2:38][CH2:39][CH2:40][CH2:41][CH2:42][CH2:43][CH2:44][CH2:45]O.O>ClCCl.O1CCCC1>[Br:34][CH2:35][CH2:36][CH2:37][CH2:38][CH2:39][CH2:40][CH2:41][CH2:42][CH2:43][CH2:44][CH:45]=[CH:8][CH2:7][CH2:6][CH2:5][CH2:4][CH2:3][OH:2] |f:0.1,2.3|. Procedure details: A solution of (6-hydroxyhexyl)triphenylphosphonium bromide (5.0 g) in dichloromethane (20 ml) was added dropwise to a mixture of potassium tertiary-butoxide (2.8 g) in tetrahydrofuran (100 ml) at 5°. After ten minutes, 11-bromoundecanol (2.8 g) in tetrahydrofuran (20 ml) was added and the reaction stirred at 5° until TLC indicated completion of the reaction. Water (20 ml) was added and the mixture then concentrated in vacuo. Water (20 ml) was added to the residue and the aqueous phase extracted ... Reactants: CCO, NC1CC1, Cn1ncc2c1C(=O)C(Cl)=C(Cl)C2=O. Product: Cn1ncc2c1C(=O)C(Cl)=C(NC1CC1)C2=O. Reaction SMILES: [CH3:19][CH2:20][OH:21].[CH:15]1([NH2:18])[CH2:16][CH2:17]1.[Cl:1][C:2]1=[C:10]([Cl:11])[C:9](=[O:12])[c:8]2[c:4]([cH:5][n:6][n:7]2[CH3:13])[C:3]1=[O:14]>>[C:2]1([NH:18][CH:15]2[CH2:16][CH2:17]2)=[C:10]([Cl:11])[C:9](=[O:12])[c:8]2[c:4]([cH:5][n:6][n:7]2[CH3:13])[C:3]1=[O:14]. RXN SMILES: [CH2:1]1[C:3]2([CH2:8][C:7](=[O:9])[O:6][C:5](=[O:10])[CH2:4]2)[CH2:2]1.Cl.[CH3:12][NH:13][O:14][CH3:15].N1C=CC=CC=1>ClCCl>[CH3:15][O:14][N:13]([CH3:12])[C:7]([CH2:8][C:3]1([CH2:4][C:5]([OH:6])=[O:10])[CH2:2][CH2:1]1)=[O:9] |f:1.2|. Procedure details: To a mixture of 5 g 6-oxa-spiro[2.5]octane-5,7-dione (36 mmole), 3.8 g of N,O-dimethylhydroxylamine hydrochloride (39 mmole, 1.1 eq) and 75 ml of dichloromethane are added 7 ml of pyridine (78 mmole, 2.2 eq) at 0-5° C. The solution is warmed to room temperature, stirred over night and washed with 50 ml of brine. The aqueous phase is extracted with 3×30 ml of dichloromethane and the combined organic phases are dried over magnesium sulfate and evaporated to dryness. The resulting crude product is ... Solvent: ClCCl (dichloromethane). Yields the product CON(C(=O)CC1(CC1)CC(=O)O)C ({1-[(Methoxy-methyl-carbamoyl)-methyl]-cyclopropyl}-acetic acid). Starting materials: C1CC12CC(OC(C2)=O)=O (6-oxa-spiro[2.5]octane-5,7-dione), Cl.CNOC (N,O-dimethylhydroxylamine hydrochloride), N1=CC=CC=C1 (pyridine). The reactants are CS(=O)(=O)C1=NC=CC(=N1)N1C=NC2=C1C=CC=C2 (2-Methanesulfonyl-4-[benzimidazol-1-yl]pyrimidine), CC1=CC=C(CN)C=C1 (4-methylbenzylamine). Yields the product CC1=CC=C(CNC2=NC=CC(=N2)N2C=NC3=C2C=CC=C3)C=C1 (2-[4-Methylbenzylamino]-4-[benzimidazol-1-yl]pyrimidine). RXN SMILES: CS([C:5]1[N:10]=[C:9]([N:11]2[C:15]3[CH:16]=[CH:17][CH:18]=[CH:19][C:14]=3[N:13]=[CH:12]2)[CH:8]=[CH:7][N:6]=1)(=O)=O.[CH3:20][C:21]1[CH:28]=[CH:27][C:24]([CH2:25][NH2:26])=[CH:23][CH:22]=1>>[CH3:20][C:21]1[CH:28]=[CH:27][C:24]([CH2:25][NH:26][C:5]2[N:10]=[C:9]([N:11]3[C:15]4[CH:16]=[CH:17][CH:18]=[CH:19][C:14]=4[N:13]=[CH:12]3)[CH:8]=[CH:7][N:6]=2)=[CH:23][CH:22]=1. Procedure details: 2-Methanesulfonyl-4-[benzimidazol-1-yl]pyrimidine was reacted with 4-methylbenzylamine according to the procedure described in EXAMPLE 1, Step C to afford the title compound. Mass Spectrum (ESI): m/e 316.1 (M+1). 1H NMR (500 MHz, CDCl3): δ partial 8.60 (s, 1H); 8.41 (br s, 1H); 8.09 (br s, 1H); 7.86 (m, 1H); 7.20 (d, J=8.0 Hz, 1H); 6.83 (d, J=5.3 Hz, 1H); 5.80 (br s, 1H); 4.71 (d, J=5.8 Hz, 2H); 2.37 (s, 3H).